From a dataset of the Open Reaction Database (ORD), a public repository of structured organic reaction records. describe an organic reaction: reactants, conditions, products, and yield The reactants are C1=CC(=CC=C1/C=C/C(=O)O)O (p-coumaric acid), C1=CC(=CC=C1[C@@H]2CC(=O)C=3C(=CC(=CC3O2)O)O)O (naringenin), C1=CC(=CC=C1[C@@H]2[C@H](C(=O)C=3C(=CC(=CC3O2)O)O)O)O (dihydrokaempferol). Yields the product C1=CC(=CC=C1C2=C(C(=O)C=3C(=CC(=CC3O2)O)O)O)O (kaempferol). Reaction SMILES: C1C(/C=C/C(O)=O)=CC=C(O)C=1.C1C([C@H]2OC3C=C(O)C=C(O)C=3C(=O)C2)=CC=C(O)C=1.[CH:33]1[C:38]([C@H:39]2[O:49][C:48]3[CH:47]=[C:46]([OH:50])[CH:45]=[C:44]([OH:51])[C:43]=3[C:41](=[O:42])[C@@H:40]2[OH:52])=[CH:37][CH:36]=[C:35]([OH:53])[CH:34]=1>>[CH:33]1[C:38]([C:39]2[O:49][C:48]3[CH:47]=[C:46]([OH:50])[CH:45]=[C:44]([OH:51])[C:43]=3[C:41](=[O:42])[C:40]=2[OH:52])=[CH:37][CH:36]=[C:35]([OH:53])[CH:34]=1. Procedure: We also performed the shake flask experiments in LB medium, under the same conditions as described for the M9 medium. When p-coumaric acid was used as a precursor, naringenin (0.39 mg/lt) and dihydrokaempferol (1.29 mg/lt) accumulated in the fermentation broth but no kaempferol was produced. When caffeic acid was used as a precursor, eriodictyol accumulated at a lower concentration compared to the M9 medium (7.5 μg/lt), while no dihydroquercetin or quercetin was detected. Finally, when cinnamic ... Starting materials: C(C)(=O)O (acetic acid), C(C1=CC=CC=C1)OC1=C(C(=O)NC2=C(C(=O)OC(C)(C)C)C=CC(=C2)C2=CC=CC=C2)C=C(C=C1)C1=CC=NC=C1 (tert-butyl 2-(2-(benzyloxy)-5-(pyridin-4-yl)benzamido)-4-phenylbenzoate), C(C)(=O)O (acetic acid), CO (methanol). The reagents and catalysts are [C].[Pd] (palladium-carbon). The solvent is C(Cl)(Cl)Cl (chloroform). Run at temperature 75 celsius, time 7 hour. Product: OC1=C(C(=O)NC2=C(C(=O)OC(C)(C)C)C=CC(=C2)C2=CC=CC=C2)C=C(C=C1)C1CCNCC1 (tert-butyl 2-(2-hydroxy-5-(piperidin-4-yl)benzamido)-4-phenylbenzoate). The yield is 55.1%. Reaction SMILES: C(O)(=O)C.C([O:12][C:13]1[CH:40]=[CH:39][C:38]([C:41]2[CH:46]=[CH:45][N:44]=[CH:43][CH:42]=2)=[CH:37][C:14]=1[C:15]([NH:17][C:18]1[CH:30]=[C:29]([C:31]2[CH:36]=[CH:35][CH:34]=[CH:33][CH:32]=2)[CH:28]=[CH:27][C:19]=1[C:20]([O:22][C:23]([CH3:26])([CH3:25])[CH3:24])=[O:21])=[O:16])C1C=CC=CC=1.CO>[C].[Pd].C(Cl)(Cl)Cl>[OH:12][C:13]1[CH:40]=[CH:39][C:38]([CH:41]2[CH2:42][CH2:43][NH:44][CH2:45][CH2:46]2)=[CH:37][C:14]=1[C:15]([NH:17][C:18]1[CH:30]=[C:29]([C:31]2[CH:36]=[CH:35][CH:34]=[CH:33][CH:32]=2)[CH:28]=[CH:27][C:19]=1[C:20]([O:22][C:23]([CH3:26])([CH3:25])[CH3:24])=[O:21])=[O:16] |f:3.4|. Procedure details: To an acetic acid (20 mL) solution of tert-butyl 2-(2-(benzyloxy)-5-(pyridin-4-yl)benzamido)-4-phenylbenzoate (0.77 g), 10% palladium-carbon (0.35 g) was added, followed by stirring under hydrogen pressure (5 kg/cm2) at 70 to 80° C. for 7 hours. The reaction mixture was cooled to room temperature, and acetic acid, methanol, and chloroform were added thereto. The insoluble substance was removed by filtration. The solvent was removed under reduced pressure, and then chloroform and a saturated aque... Reactants: ClCCl, CC1(C)CCSc2ccc(C(=O)O)cc21, CN(C)c1ccncc1, C(=NC1CCCCC1)=NC1CCCCC1, O=C(OCc1ccccc1)c1ccc(O)cc1. Product: CC1(C)CCSc2ccc(C(=O)Oc3ccc(C(=O)OCc4ccccc4)cc3)cc21. RXN SMILES: [CH2:57]([Cl:58])[Cl:59].[CH3:1][C:2]1([CH3:15])[CH2:3][CH2:4][S:5][c:6]2[cH:7][cH:8][c:9]([C:12](=[O:13])[OH:14])[cH:10][c:11]21.[CH3:48][N:49]([CH3:50])[c:51]1[cH:52][cH:53][n:54][cH:55][cH:56]1.[CH:33]1([N:34]=[C:35]=[N:36][CH:37]2[CH2:38][CH2:39][CH2:40][CH2:41][CH2:42]2)[CH2:43][CH2:44][CH2:45][CH2:46][CH2:47]1.[OH:16][c:17]1[cH:18][cH:19][c:20]([C:21](=[O:22])[O:23][CH2:24][c:25]2[cH:26][cH:27][cH:28][cH:29][cH:30]2)[cH:31][cH:32]1>>[CH3:1][C:2]1([CH3:15])[CH2:3][CH2:4][S:5][c:6]2[cH:7][cH:8][c:9]([C:12](=[O:13])[O:14][c:17]3[cH:18][cH:19][c:20]([C:21](=[O:22])[O:23][CH2:24][c:25]4[cH:26][cH:27][cH:28][cH:29][cH:30]4)[cH:31][cH:32]3)[cH:10][c:11]21. Starting materials: BrC1=C(N=C2N1N=CC=C2N2CCOCC2)CCC2=NC1=CC=CC=C1C=C2 (4-(3-Bromo-2-(2-(quinolin-2-yl)ethyl)imidazo[1,2-b]pyridazin-8-yl)morpholine), CC1(OB(OC1(C)C)C1=CC=C(C=C1)N1N(C(N=C1)=O)COCC[Si](C)(C)C)C (1-(4-(4,4,5,5-Tetramethyl-1,3,2-dioxaborolan-2-yl)phenyl)-2-((2-(trimethylsilyl)ethoxy)methyl)-1,2-dihydro-1,2,4-triazol-3-one). Product: O1CCN(CC1)C=1C=2N(N=CC1)C(=C(N2)CCC2=NC1=CC=CC=C1C=C2)C2=CC=C(C=C2)N2N(C(N=C2)=O)COCC[Si](C)(C)C (1-(4-(8-Morpholino-2-(2-(quinolin-2-yl)ethyl)imidazo[1,2-b]pyridazin-3-yl)phenyl)-2-((2-(trimethylsilyl)ethoxy)methyl)-1,2-dihydro-1,2,4-triazol-3-one). As a reaction SMILES: Br[C:2]1[N:6]2[N:7]=[CH:8][CH:9]=[C:10]([N:11]3[CH2:16][CH2:15][O:14][CH2:13][CH2:12]3)[C:5]2=[N:4][C:3]=1[CH2:17][CH2:18][C:19]1[CH:28]=[CH:27][C:26]2[C:21](=[CH:22][CH:23]=[CH:24][CH:25]=2)[N:20]=1.CC1(C)C(C)(C)OB([C:37]2[CH:42]=[CH:41][C:40]([N:43]3[CH:47]=[N:46][C:45](=[O:48])[N:44]3[CH2:49][O:50][CH2:51][CH2:52][Si:53]([CH3:56])([CH3:55])[CH3:54])=[CH:39][CH:38]=2)O1>>[O:14]1[CH2:15][CH2:16][N:11]([C:10]2[C:5]3[N:6]([C:2]([C:37]4[CH:38]=[CH:39][C:40]([N:43]5[CH:47]=[N:46][C:45](=[O:48])[N:44]5[CH2:49][O:50][CH2:51][CH2:52][Si:53]([CH3:56])([CH3:55])[CH3:54])=[CH:41][CH:42]=4)=[C:3]([CH2:17][CH2:18][C:19]4[CH:28]=[CH:27][C:26]5[C:21](=[CH:22][CH:23]=[CH:24][CH:25]=5)[N:20]=4)[N:4]=3)[N:7]=[CH:8][CH:9]=2)[CH2:12][CH2:13]1. Procedure: Compound 46a was subjected to Suzuki coupling conditions with compound 52d using the procedures described in Example 38, step A, to obtain compound 52e as a white solid. Mass Spectrum (LCMS, ESI pos.) Calcd. For C34H39N9O3Si: 649.3 (M+H). Found 649.2. Starting materials: C1CCOC1, C=CC=CC(C)C(O)C(C)C(CCC(C)CC(C)C(O[Si](C)(C)C(C)(C)C)C(C)C=CC(CC(O[Si](C)(C)C(C)(C)C)C(C)C=CC=CC(=O)OC)O[Si](C)(C)C(C)(C)C)O[Si](C)(C)C(C)(C)C, CCO, [K+], [OH-]. Yields the product C=CC=CC(C)C(O)C(C)C(CCC(C)CC(C)C(O[Si](C)(C)C(C)(C)C)C(C)C=CC(CC(O[Si](C)(C)C(C)(C)C)C(C)C=CC=CC(=O)O)O[Si](C)(C)C(C)(C)C)O[Si](C)(C)C(C)(C)C. As a reaction SMILES: [CH2:74]1[O:75][CH2:76][CH2:77][CH2:78]1.[CH3:3][O:4][C:5]([CH:6]=[CH:7][CH:8]=[CH:9][CH:10]([CH:11]([CH2:12][CH:13]([CH:14]=[CH:15][CH:16]([CH:17]([CH:18]([CH2:19][CH:20]([CH2:21][CH2:22][CH:23]([CH:24]([CH:25]([CH:26]([CH:27]=[CH:28][CH:29]=[CH2:30])[CH3:31])[OH:32])[CH3:33])[O:34][Si:35]([CH3:36])([CH3:37])[C:38]([CH3:39])([CH3:40])[CH3:41])[CH3:42])[CH3:43])[O:44][Si:45]([CH3:46])([CH3:47])[C:48]([CH3:49])([CH3:50])[CH3:51])[CH3:52])[O:53][Si:54]([CH3:55])([CH3:56])[C:57]([CH3:58])([CH3:59])[CH3:60])[O:61][Si:62]([CH3:63])([CH3:64])[C:65]([CH3:66])([CH3:67])[CH3:68])[CH3:69])=[O:70].[CH3:71][CH2:72][OH:73].[K+:2].[OH-:1]>>[O:4]=[C:5]([CH:6]=[CH:7][CH:8]=[CH:9][CH:10]([CH:11]([CH2:12][CH:13]([CH:14]=[CH:15][CH:16]([CH:17]([CH:18]([CH2:19][CH:20]([CH2:21][CH2:22][CH:23]([CH:24]([CH:25]([CH:26]([CH:27]=[CH:28][CH:29]=[CH2:30])[CH3:31])[OH:32])[CH3:33])[O:34][Si:35]([CH3:36])([CH3:37])[C:38]([CH3:39])([CH3:40])[CH3:41])[CH3:42])[CH3:43])[O:44][Si:45]([CH3:46])([CH3:47])[C:48]([CH3:49])([CH3:50])[CH3:51])[CH3:52])[O:53][Si:54]([CH3:55])([CH3:56])[C:57]([CH3:58])([CH3:59])[CH3:60])[O:61][Si:62]([CH3:63])([CH3:64])[C:65]([CH3:66])([CH3:67])[CH3:68])[CH3:69])[OH:70].